This data is from the Open Reaction Database (ORD), a public repository of structured organic reaction records. The task is: describe an organic reaction: reactants, conditions, products, and yield Starting materials: C(=O)NCC1CCN(CC1)C(C1=CC=CC=C1)C1=CC=CC=C1 (4-(N-formylamino)methyl-1-diphenylmethylpiperidine), [H-].[H-].[H-].[H-].[Li+].[Al+3] (LiAlH4). Product: CNCC1CCN(CC1)C(C1=CC=CC=C1)C1=CC=CC=C1 (4-(N-methylamino)methyl-1-diphenylmethylpiperidine). The yield is 100.0%. RXN SMILES: [CH:1]([NH:3][CH2:4][CH:5]1[CH2:10][CH2:9][N:8]([CH:11]([C:18]2[CH:23]=[CH:22][CH:21]=[CH:20][CH:19]=2)[C:12]2[CH:17]=[CH:16][CH:15]=[CH:14][CH:13]=2)[CH2:7][CH2:6]1)=O.[H-].[H-].[H-].[H-].[Li+].[Al+3]>>[CH3:1][NH:3][CH2:4][CH:5]1[CH2:10][CH2:9][N:8]([CH:11]([C:18]2[CH:19]=[CH:20][CH:21]=[CH:22][CH:23]=2)[C:12]2[CH:13]=[CH:14][CH:15]=[CH:16][CH:17]=2)[CH2:7][CH2:6]1 |f:1.2.3.4.5.6|. Reported procedure: Step 2): In a similar manner to that of Preparation 1 step 2), 4-(N-formylamino)methyl-1-diphenylmethylpiperidine was reduced by LiAlH4 to give 4-(N-methylamino)methyl-1-diphenylmethylpiperidine; yield 100%. The reactants are NC=1C=C(C=CC1N)C1=C(C#N)C=CC=C1 (2-(3,4-Diaminophenyl)benzonitrile), C(=O)O (formic acid). Yields the product C(#N)C1=C(C=CC=C1)C1=CC2=C(N=CN2)C=C1 (5-(2-Cyanophenyl)benzimidazole). As a reaction SMILES: [NH2:1][C:2]1[CH:3]=[C:4]([C:9]2[CH:16]=[CH:15][CH:14]=[CH:13][C:10]=2[C:11]#[N:12])[CH:5]=[CH:6][C:7]=1[NH2:8].[CH:17](O)=O>>[C:11]([C:10]1[CH:13]=[CH:14][CH:15]=[CH:16][C:9]=1[C:4]1[CH:5]=[CH:6][C:7]2[N:8]=[CH:17][NH:1][C:2]=2[CH:3]=1)#[N:12]. Procedure details: 2-(3,4-Diaminophenyl)benzonitrile (0.04 moles, 8.3 g) was refluxed in 100 ml formic acid for 3 hours. The solution was concentrated in vacuo, triturated with toluene, and dissolved in water. The pH of the solution was adjusted to 7.5 with 2N sodium hydroxide. The intermediate was extracted with ethyl acetate. The organic layer was dried over sodium sulfate and concentrated in vacuo. The solid was triturated with 25% ethyl acetate/75% hexane, filtered and purified by HPLC on silica gel eluted wit... Starting materials: C(Cl)(Cl)Cl (chloroform), CO.C(Cl)(Cl)Cl (MeOH chloroform), [H-].[Al+3].[Li+].[H-].[H-].[H-] (lithium aluminum hydride), N12CCN(C(CC1)CC2)C(=O)C2=NC=CC=C2 ((1,4-diazabicyclo[3.2.2]non-4-yl)(pyridin-2-yl)methanone). Run in C1CCOC1 (THF). Reaction conditions: time 12 hour. The product is N1=C(C=CC=C1)CN1CCN2CCC1CC2 (4-(Pyridin-2-ylmethyl)-1,4-diaza-bicyclo[3.2.2]nonane), syrup. Reaction SMILES: [H-].[Al+3].[Li+].[H-].[H-].[H-].[N:7]12[CH2:15][CH2:14][CH:11]([CH2:12][CH2:13]1)[N:10]([C:16]([C:18]1[CH:23]=[CH:22][CH:21]=[CH:20][N:19]=1)=O)[CH2:9][CH2:8]2.C(Cl)(Cl)Cl.CO.C(Cl)(Cl)Cl>C1COCC1>[N:19]1[CH:20]=[CH:21][CH:22]=[CH:23][C:18]=1[CH2:16][N:10]1[CH:11]2[CH2:12][CH2:13][N:7]([CH2:15][CH2:14]2)[CH2:8][CH2:9]1 |f:0.1.2.3.4.5,8.9|. Procedure: To a stirred solution of lithium aluminum hydride (0.33 mL of 1M THF solution) at ambient temperature was added dropwise a solution of (1,4-diazabicyclo[3.2.2]non-4-yl)(pyridin-2-yl)methanone (120 mg, 0.52 mmol) in dry THF (2 mL). The resulting yellowish solution was stirred for 12 hours, quenched with water and aqueous NaOH, and filtered through diatomaceous earth. The filtrate was concentrated to give the product which was subjected to chromatography on silica gel eluting with an ammoniated-ch... Starting materials: BrC=1C=CC2=C(OC3=C(C(C2)=O)C(=CC(=C3)OC)OC)C1 (3-Bromo-7,9-dimethoxy-10,11-dihydrodibenz[b,f]oxepin-10-one), Cl.N1=CC=CC=C1 (pyridine hydrochloride), ice water. Run at temperature 195 celsius, time 1.5 hour. The product is BrC=1C=CC2=C(OC3=C(C(C2)=O)C(=CC(=C3)O)O)C1 (3-Bromo-7,9-dihydroxy-10,11-dihydrodibenz[b,f]oxepin-10-one). The yield is 61.0%. RXN SMILES: [Br:1][C:2]1[CH:3]=[CH:4][C:5]2[CH2:11][C:10](=[O:12])[C:9]3[C:13]([O:19]C)=[CH:14][C:15]([O:17]C)=[CH:16][C:8]=3[O:7][C:6]=2[CH:21]=1.Cl.N1C=CC=CC=1>>[Br:1][C:2]1[CH:3]=[CH:4][C:5]2[CH2:11][C:10](=[O:12])[C:9]3[C:13]([OH:19])=[CH:14][C:15]([OH:17])=[CH:16][C:8]=3[O:7][C:6]=2[CH:21]=1 |f:1.2|. Procedure details: To 395 mg (F.W. 349.18, 15.75 mmol) of dimethoxylated compound (27) was added 2.0 g of pyridine hydrochloride and stirred at 195° C. for 1.5 hours and then, ice water was slowly added thereto. The resulting solution was extracted with ethyl acetate and the extract was washed with 1N hydrochloric acid, water and a saturated sodium chloride aqueous solution in the order named. The extract thus washed was dried with anhydrous magnesium sulfate and then, concentrated. The residue was purified by sil... Reactants: FC(C(=O)O)(F)F (trifluoroacetic acid), C(C)(=O)OC(C)=O (acetic anhydride), C1(CCCC2=CC=CC=C12)=O (tetralone), COC=1C=C(CCN)C=CC1 (3-methoxyphenethylamine). The reagents and catalysts are CC([O-])C.CC([O-])C.CC([O-])C.CC([O-])C.[Ti+4] (titanium tetraisopropoxide). The solvent is C(=O)O (formic acid). Conditions: temperature 80 celsius, time 1 hour. Yields the product COC1C2(C3=CC=CC=C3CC1)N(CCC1=CC=CC=C12)C=O (methoxy-3,3′,4,4′-tetrahydro-2H,2′H-spiro[isoquinoline-1,1′-naphthalene]-2-carbaldehyde). Reaction SMILES: [C:1]1(=O)[C:10]2[C:5](=[CH:6][CH:7]=[CH:8][CH:9]=2)[CH2:4][CH2:3][CH2:2]1.CO[C:14]1[CH:15]=[C:16]([CH:20]=[CH:21][CH:22]=1)[CH2:17][CH2:18][NH2:19].[C:23](OC(=O)C)(=[O:25])C.FC(F)(F)[C:32](O)=[O:33]>CC(C)[O-].CC(C)[O-].CC(C)[O-].CC(C)[O-].[Ti+4].C(O)=O>[CH3:32][O:33][CH:2]1[CH2:3][CH2:4][C:5]2[C:10](=[CH:9][CH:8]=[CH:7][CH:6]=2)[C:1]21[C:15]1[C:16](=[CH:20][CH:21]=[CH:22][CH:14]=1)[CH2:17][CH2:18][N:19]2[CH:23]=[O:25] |f:4.5.6.7.8|. Procedure: A mixture of tetralone (1.50 g), 3-methoxyphenethylamine (1.86 g), and titanium tetraisopropoxide (4.55 mL) was stirred under an argon atmosphere at 80° C. for 1 hour. The reaction mixture was cooled in an ice-MeOH bath. A mixture of formic acid (39 mL) and acetic anhydride (97 mL) was added to the reaction mixture under stirring at an internal temperature of 0° C. or lower. After the addition was complete, the reaction mixture was stirred at 80° C. for 2 hours, and trifluoroacetic acid (158 mL)... As a reaction SMILES: [CH3:1][O:2][C:3](=[O:15])[CH2:4][O:5][C:6]1[CH:11]=[CH:10][C:9]([N:12]=[C:13]=[O:14])=[CH:8][CH:7]=1.[CH2:16]([OH:19])[CH2:17][OH:18]>O>[CH3:1][O:2][C:3](=[O:15])[CH2:4][O:5][C:6]1[CH:11]=[CH:10][C:9]([NH:12][C:13]([O:18][CH2:17][CH2:16][OH:19])=[O:14])=[CH:8][CH:7]=1. Procedure details: (4-Isocyanatophenoxy)-acetic acid methyl ester 4 (15 g, 72.46 mmol) was added to ethylene glycol (30 ml) at room temperature. The reaction was exothermic and the temperature rose to 42° C. Later the reaction mixture was stirred at room temperature for 16 hours. Water (100 ml) was added and crude 5 was filtered, dried and purified by column chromatography on silica gel using chloroform as eluant to get pure 5 (16.17 g, 82.9%) as an off-white powder with an m.p between 85.5-87.5° C. Run at time 16 hour. The yield is 82.9%. Run in O (Water). The product is COC(COC1=CC=C(C=C1)NC(=O)OCCO)=O ([4-(2-Hydroxy-ethoxycarbonylamino)-phenoxy]-acetic acid methyl ester). Reactants: COC(COC1=CC=C(C=C1)N=C=O)=O ((4-Isocyanato-phenoxy)-acetic acid methyl ester), C(CO)O (ethylene glycol). The reactants are CCCC(=O)Cl, C=CCN, C1CCOC1. RXN SMILES: [C:1]([CH2:2][CH2:3][CH3:4])(=[O:5])[Cl:6].[CH2:7]([CH:8]=[CH2:9])[NH2:10].[O:11]1[CH2:12][CH2:13][CH2:14][CH2:15]1>>[C:1]([CH2:2][CH2:3][CH3:4])(=[O:5])[NH:10][CH2:7][CH:8]=[CH2:9]. Yields the product C=CCNC(=O)CCC. Reactants: C(=O)N(CC(=O)O)C1=CC=C(C=C1)F (N-formyl-4-fluorophenylglycine), COC1=C(CCN)C=CC=C1OC (2,3-dimethoxyphenethylamine), C(C)N1CCOCC1 (N-ethylmorpholine), CN(C)C(=[N+](C)C)ON1C2=C(C=CC=C2)N=N1.[B-](F)(F)(F)F (TBTU). Solvent: CN(C)C=O (DMF). Reaction conditions: time 4 hour. The product is COC=1C=C(C=CC1OC)CCNC(C(NC=O)C1=CC=C(C=C1)F)=O (N-[2-(3,4-Dimethoxyphenyl)-ethyl]-2-(4-fluorophenyl)-2-formylaminoacetamide). Reaction SMILES: [CH:1]([N:3](C1C=CC(F)=CC=1)[CH2:4][C:5]([OH:7])=O)=[O:2].CO[C:17]1[C:25]([O:26][CH3:27])=[CH:24][CH:23]=[CH:22][C:18]=1[CH2:19][CH2:20][NH2:21].C(N1C[CH2:34][O:33]CC1)C.CN(C(ON1N=N[C:46]2[CH:47]=[CH:48][CH:49]=[CH:50][C:45]1=2)=[N+](C)C)C.[B-](F)(F)(F)[F:54]>CN(C=O)C>[CH3:27][O:26][C:25]1[CH:17]=[C:18]([CH2:19][CH2:20][NH:21][C:5](=[O:7])[CH:4]([C:45]2[CH:46]=[CH:47][C:48]([F:54])=[CH:49][CH:50]=2)[NH:3][CH:1]=[O:2])[CH:22]=[CH:23][C:24]=1[O:33][CH3:34] |f:3.4|. Procedure: To a mixture of N-formyl-4-fluorophenylglycine (900 mg) and 2,3-dimethoxyphenethylamine (1 ml) in DMF (5 ml) was added N-ethylmorpholine (0.75 ml) and TBTU (1.6 g). After stirring for 4 h, the reaction was quenched by addition of water (30 ml). The product was extracted with ethylacetate. The organic layer was washed with water, dried (MgSO4), filtered and concentrated in vacuo. The residue was triturated with methyl-tert.butylether and recrystallized from toluene. The reactants are CCOC(=O)C(C)(C)Sc1cnc(N)s1, COc1ccccc1SCCCN(C(=O)Nc1ncc(SC(C)(C)C(=O)O)s1)C1CCC(C)CC1, Sc1ccccc1. Yields the product CC1CCC(N(CCCSc2ccccc2)C(=O)Nc2ncc(SC(C)(C)C(=O)O)s2)CC1. As a reaction SMILES: [CH2:43]([O:44][C:45](=[O:46])[C:47]([S:48][c:49]1[s:50][c:51]([NH2:52])[n:53][cH:54]1)([CH3:55])[CH3:56])[CH3:57].[CH3:1][O:2][c:3]1[c:4]([S:9][CH2:10][CH2:11][CH2:12][N:13]([C:14]([NH:15][c:16]2[s:17][c:18]([S:21][C:22]([C:23](=[O:24])[OH:25])([CH3:26])[CH3:27])[cH:19][n:20]2)=[O:28])[CH:29]2[CH2:30][CH2:31][CH:32]([CH3:35])[CH2:33][CH2:34]2)[cH:5][cH:6][cH:7][cH:8]1.[SH:36][c:37]1[cH:38][cH:39][cH:40][cH:41][cH:42]1>>[cH:3]1[c:4]([S:9][CH2:10][CH2:11][CH2:12][N:13]([C:14]([NH:15][c:16]2[s:17][c:18]([S:21][C:22]([C:23](=[O:24])[OH:25])([CH3:26])[CH3:27])[cH:19][n:20]2)=[O:28])[CH:29]2[CH2:30][CH2:31][CH:32]([CH3:35])[CH2:33][CH2:34]2)[cH:5][cH:6][cH:7][cH:8]1. The reactants are O=N[O-], Nc1cncc(C(=O)O)c1, [Na+], O=S(=O)(O)O. Reaction SMILES: [N:11](=[O:12])[O-:13].[NH2:1][c:2]1[cH:3][n:4][cH:5][c:6]([C:7](=[O:8])[OH:9])[cH:10]1.[Na+:14].[S:15](=[O:16])(=[O:17])([OH:18])[OH:19]>>[c:2]1([OH:12])[cH:3][n:4][cH:5][c:6]([C:7](=[O:8])[OH:9])[cH:10]1. The product is O=C(O)c1cncc(O)c1.